From a dataset of the Open Reaction Database (ORD), a public repository of structured organic reaction records. describe an organic reaction: reactants, conditions, products, and yield Reactants: OCCCCCCCC1C2(OCCO2)CCC1C=CC(C(CCCC)C)=O (6-(7-hydroxyheptyl)-7-(4-methyl-3-oxooct-1-enyl)-1,4-dioxaspiro[4,4]nonane), Cl (hydrochloric acid). Conditions: temperature 60 celsius, time 2 hour. Product: CC(C(C=CC1C(C(CC1)=O)CCCCCCCO)=O)CCCC (7-[2-(4-methyl-3-oxooct-1-enyl)-5-oxocyclopentyl]heptanol). The yield is 43.0%. As a reaction SMILES: [OH:1][CH2:2][CH2:3][CH2:4][CH2:5][CH2:6][CH2:7][CH2:8][CH:9]1[CH:17]([CH:18]=[CH:19][C:20](=[O:27])[CH:21]([CH3:26])[CH2:22][CH2:23][CH2:24][CH3:25])[CH2:16][CH2:15][C:10]21OCC[O:11]2.Cl>>[CH3:26][CH:21]([CH2:22][CH2:23][CH2:24][CH3:25])[C:20](=[O:27])[CH:19]=[CH:18][CH:17]1[CH2:16][CH2:15][C:10](=[O:11])[CH:9]1[CH2:8][CH2:7][CH2:6][CH2:5][CH2:4][CH2:3][CH2:2][OH:1]. Procedure details: A mixture of 6-(7-hydroxyheptyl)-7-(4-methyl-3-oxooct-1-enyl)-1,4-dioxaspiro[4,4]nonane (1.0 g.) and hydrochloric acid (25 ml; 1N) was stirred at 60° C. for 2 hours, cooled to ambient temperature and extracted with diethyl ether. The ether extract was washed with 2N aqueous sodium carbonate solution and water respectively then dried over magnesium sulphate. Removal of the solvent under reduced pressure gave a crude product (0.7 g.) which was purified by preparative thin layer chromatography on s... The reactants are C(C(=O)C)(=O)OCC (ethyl pyruvate), solution, C(CCC)[Li] (n-butyl-lithium), S1C=CC=C1 (thiophene), [Cl-].[NH4+] (ammonium chloride). Solvent: C(C)OCC (diethyl ether), CCCCCC (hexane), C(C)OCC (diethyl ether). Run at temperature 0 celsius, time 2 hour. The product is OC(C(=O)O)(C)C=1SC=CC1 (2-hydroxy-2-(thien-2-yl)propionic acid). As a reaction SMILES: C([Li])CCC.[S:6]1[CH:10]=[CH:9][CH:8]=[CH:7]1.[C:11]([O:16]CC)(=[O:15])[C:12]([CH3:14])=[O:13].[Cl-].[NH4+]>CCCCCC.C(OCC)C>[OH:13][C:12]([C:7]1[S:6][CH:10]=[CH:9][CH:8]=1)([CH3:14])[C:11]([OH:16])=[O:15] |f:3.4|. Procedure: A 1.6 molar solution of n-butyl-lithium in hexane (37 ml.) was added to a solution of thiophene (5 g.) in diethyl ether (50 ml.) which was maintained at 0° C., and the mixture was heated under reflux for 6 hours and then cooled to -78° C. A solution of ethyl pyruvate (5.9 g.) in diethyl ether (20 ml.) was added dropwise, the mixture was allowed to warm up to laboratory temperature and saturated aqueous ammonium chloride solution (20 ml.) was added. The mixture was extracted with ethyl acetate an... Starting materials: ClCC(=O)NC1=C(C=C(S1)C(=O)OCC)C(C1=C(C=CC=C1)Cl)=O (Ethyl 5-(2-chloroacetylamino)-4-(2-chlorobenzoyl)thiophene-2-carboxylate), [I-].[Na+] (sodium iodide), N (ammonia). Run in O1CCCC1 (tetrahydrofuran). Run at temperature -65 celsius. Product: ClC1=C(C=CC=C1)C=1C2=C(NC(CN1)=O)SC(=C2)C(=O)OCC (ethyl (5-(2-chlorophenyl)-1,2-dihydro-3H-thieno[2,3-e] [1,4]diazepin-2-on-7-yl)-carboxylate). As a reaction SMILES: Cl[CH2:2][C:3]([NH:5][C:6]1[S:10][C:9]([C:11]([O:13][CH2:14][CH3:15])=[O:12])=[CH:8][C:7]=1[C:16](=O)[C:17]1[CH:22]=[CH:21][CH:20]=[CH:19][C:18]=1[Cl:23])=[O:4].[I-].[Na+].[NH3:27]>O1CCCC1>[Cl:23][C:18]1[CH:19]=[CH:20][CH:21]=[CH:22][C:17]=1[C:16]1[C:7]2[CH:8]=[C:9]([C:11]([O:13][CH2:14][CH3:15])=[O:12])[S:10][C:6]=2[NH:5][C:3](=[O:4])[CH2:2][N:27]=1 |f:1.2|. Procedure details: Ethyl 5-(2-chloroacetylamino)-4-(2-chlorobenzoyl)thiophene-2-carboxylate (325 g) and sodium iodide (151.3 g) were added to tetrahydrofuran (3500 ml), and the mixture was refluxed under heating for 1.5 hours. The mixture was cooled to -65° C., and ammonia (164 ml) was added. The reaction temperature was raised slowly to room temperature. The solvent was evaporated, and chloroform and water were added. The organic layer was taken out, washed with water and dried over sodium sulfate. The solvent wa... Reactants: O=C([O-])[O-], CC#N, Clc1ccc(C2CCNCC2)cc1, O=c1c2cccn2c2ccccc2n1CCCCl, [K+], [K+]. Yields the product O=c1c2cccn2c2ccccc2n1CCCN1CCC(c2ccc(Cl)cc2)CC1. As a reaction SMILES: [C:32](=[O:33])([O-:34])[O-:35].[CH3:38][C:39]#[N:40].[Cl:19][c:20]1[cH:21][cH:22][c:23]([CH:26]2[CH2:27][CH2:28][NH:29][CH2:30][CH2:31]2)[cH:24][cH:25]1.[Cl:1][CH2:2][CH2:3][CH2:4][n:5]1[c:6](=[O:18])[c:7]2[n:8]([c:9]3[cH:10][cH:11][cH:12][cH:13][c:14]13)[cH:15][cH:16][cH:17]2.[K+:36].[K+:37]>>[CH2:2]([CH2:3][CH2:4][n:5]1[c:6](=[O:18])[c:7]2[n:8]([c:9]3[cH:10][cH:11][cH:12][cH:13][c:14]13)[cH:15][cH:16][cH:17]2)[N:29]1[CH2:28][CH2:27][CH:26]([c:23]2[cH:22][cH:21][c:20]([Cl:19])[cH:25][cH:24]2)[CH2:31][CH2:30]1. Reactants: N(=C=S)C1=C(C(=O)OC)C=CC=C1 (methyl 2-isothiocyanatobenzoate), CC=1N=CN(C1)CCCN (3-(4-methyl-1H-imidazol-1-yl)propan-1-amine). The product is CC=1N=CN(C1)CCCN1C(NC2=CC=CC=C2C1=O)=S (2,3-dihydro-3-(3-(4-methyl-1H-imidazol-1-yl)propyl)-2-thioxoquinazolin-4(1H)-one). Reaction SMILES: [N:1]([C:4]1[CH:13]=[CH:12][CH:11]=[CH:10][C:5]=1[C:6]([O:8]C)=O)=[C:2]=[S:3].[CH3:14][C:15]1[N:16]=[CH:17][N:18]([CH2:20][CH2:21][CH2:22][NH2:23])[CH:19]=1>>[CH3:14][C:15]1[N:16]=[CH:17][N:18]([CH2:20][CH2:21][CH2:22][N:23]2[C:6](=[O:8])[C:5]3[C:4](=[CH:13][CH:12]=[CH:11][CH:10]=3)[NH:1][C:2]2=[S:3])[CH:19]=1. Procedure: The compound was synthesized starting from methyl 2-isothiocyanatobenzoate (0.093 g. 0.48 mmol) and 3-(4-methyl-1H-imidazol-1-yl)propan-1-amine (9) (0.067 g, 0.48 mmol) as described above. Starting materials: C(C)(C)(C)[Si](C)(C)Cl (tert-butyl-chloro-dimethyl-silane), CCN(C(C)C)C(C)C (DIEA), O (water), OC1=CC2=C(C(CO2)=O)C=C1 (6-hydroxy-benzofuran-3-one). Solvent: CN(C)C=O (DMF). Conditions: time 0.5 hour. The product is C(C)(C)(C)[Si](OC1=CC2=C(C(CO2)=O)C=C1)(C)C (6-(tert-Butyl-dimethyl-silanyloxy)-benzofuran-3-one). The yield is 96.6%. Reaction SMILES: [C:1]([Si:5](Cl)([CH3:7])[CH3:6])([CH3:4])([CH3:3])[CH3:2].CCN(C(C)C)C(C)C.[OH:18][C:19]1[CH:28]=[CH:27][C:22]2[C:23](=[O:26])[CH2:24][O:25][C:21]=2[CH:20]=1.O>CN(C=O)C>[C:1]([Si:5]([CH3:7])([CH3:6])[O:18][C:19]1[CH:28]=[CH:27][C:22]2[C:23](=[O:26])[CH2:24][O:25][C:21]=2[CH:20]=1)([CH3:4])([CH3:3])[CH3:2]. Procedure details: To a solution of tert-butyl-chloro-dimethyl-silane (12.6 g, 83.9 mmol) in DMF (120 mL) was added DIEA (18.4 g, 24.9 mL, 142.7 mmol) and the mixture was stirred (rt, 0.5 h). The reaction mixture was treated with 6-hydroxy-benzofuran-3-one (12.0 g, 79.9 mmol) and stirred (rt, 0.25 h). The reaction mixture was treated with water (100 mL) to form a solid. The solid was filtered to afford the title compound as a yellow solid (20.4 g, 98%). MS (ESI): mass calcd. for C14H20O3Si, 264.1; m/z found, 265.0...